Dataset: the Open Reaction Database (ORD), a public repository of structured organic reaction records. Task: describe an organic reaction: reactants, conditions, products, and yield The reactants are CCCC[N+](CCCC)(CCCC)CCCC, C#CCCn1ncc2ccccc21, C1CCOC1, C[Si](C)(C)C#CCCn1cc2ccccc2n1, C[Si](C)(C)C#CCCn1ncc2ccccc21, [F-], O. Yields the product C#CCCn1cc2ccccc2n1. As a reaction SMILES: [CH2:2]([N+:3]([CH2:4][CH2:5][CH2:6][CH3:7])([CH2:8][CH2:9][CH2:10][CH3:11])[CH2:12][CH2:13][CH2:14][CH3:15])[CH2:16][CH2:17][CH3:18].[CH2:53]([n:54]1[c:55]2[c:56]([cH:57][cH:58][cH:59][cH:60]2)[cH:61][n:62]1)[CH2:63][C:64]#[CH:65].[CH2:66]1[O:67][CH2:68][CH2:69][CH2:70]1.[CH3:19][Si:20]([C:21]#[C:22][CH2:23][CH2:24][n:25]1[n:26][c:27]2[cH:28][cH:29][cH:30][cH:31][c:32]2[cH:33]1)([CH3:34])[CH3:35].[CH3:36][Si:37]([CH3:38])([CH3:39])[C:40]#[C:41][CH2:42][CH2:43][n:44]1[c:45]2[c:46]([cH:47][cH:48][cH:49][cH:50]2)[cH:51][n:52]1.[F-:1].[OH2:71]>>[CH:21]#[C:22][CH2:23][CH2:24][n:25]1[n:26][c:27]2[cH:28][cH:29][cH:30][cH:31][c:32]2[cH:33]1.